describe an organic reaction: reactants, conditions, products, and yield From a dataset of the Open Reaction Database (ORD), a public repository of structured organic reaction records. The reactants are solid, BrC1=CC(=CC=2C(=C3N(C12)CCNC3=O)C)F (6-bromo-8-fluoro-10-methyl-3,4-dihydro-2H-pyrazino[1,2-a]indol-1-one), BrC1=CC(=CC=2C(=C3N(C12)CCNC3=O)C)F (6-bromo-8-fluoro-10-methyl-3,4-dihydro-2H-pyrazino[1,2-a]indol-1-one), ClC1=CC(=C(C=C1)B(O)O)F (4-chloro-2-fluoro-phenylboronic acid). Product: ClC1=CC(=C(C=C1)C1=CC(=CC=2C(=C3N(C12)CCNC3=O)C)F)F (6-(4-Chloro-2-fluoro-phenyl)-8-fluoro-10-methyl-3,4-dihydro-2H-pyrazino[1,2-a]indol-1-one). As a reaction SMILES: Br[C:2]1[C:10]2[N:9]3[CH2:11][CH2:12][NH:13][C:14](=[O:15])[C:8]3=[C:7]([CH3:16])[C:6]=2[CH:5]=[C:4]([F:17])[CH:3]=1.[Cl:18][C:19]1[CH:24]=[CH:23][C:22](B(O)O)=[C:21]([F:28])[CH:20]=1>>[Cl:18][C:19]1[CH:24]=[CH:23][C:22]([C:2]2[C:10]3[N:9]4[CH2:11][CH2:12][NH:13][C:14](=[O:15])[C:8]4=[C:7]([CH3:16])[C:6]=3[CH:5]=[C:4]([F:17])[CH:3]=2)=[C:21]([F:28])[CH:20]=1. Procedure: The title compound, white solid (29 mg, 33%), MS (ISP) m/z=347.5 [(M+H)+], mp 221° C., was prepared in accordance with the general method of example 1 from 6-bromo-8-fluoro-10-methyl-3,4-dihydro-2H-pyrazino[1,2-a]indol-1-one (intermediate 14) (74.3 mg, 0.25 mmol) and commercially available 4-chloro-2-fluoro-phenylboronic acid (56.7 mg, 0.325 mmol). Starting materials: CCOC(C)=O, CCN(C(C)C)C(C)C, C1NCC2CC12, Cl, O=[N+]([O-])c1ccc(F)c(F)c1, CN(C)C=O. Yields the product O=[N+]([O-])c1ccc(N2CC3CC3C2)c(F)c1. RXN SMILES: [CH3:33][CH2:34][O:35][C:36](=[O:37])[CH3:38].[CH:1]([N:2]([CH:3]([CH3:4])[CH3:5])[CH2:6][CH3:7])([CH3:8])[CH3:9].[CH:21]12[CH2:22][NH:23][CH2:24][CH:25]1[CH2:26]2.[ClH:27].[F:10][c:11]1[cH:12][c:13]([N+:18](=[O:19])[O-:20])[cH:14][cH:15][c:16]1[F:17].[O:28]=[CH:29][N:30]([CH3:31])[CH3:32]>>[F:10][c:11]1[cH:12][c:13]([N+:18](=[O:19])[O-:20])[cH:14][cH:15][c:16]1[N:23]1[CH2:22][CH:21]2[CH:25]([CH2:24]1)[CH2:26]2. Reactants: ClCCl, CC(C)=O, CCO, COc1ccc(C=O)cc1, OCCC(CO)CCCF, NCC(=O)O, [Na+], [OH-], O. The product is O=C1OCCC1CCCF. Reaction SMILES: [CH2:36]([Cl:37])[Cl:38].[CH3:29][C:30](=[O:31])[CH3:32].[CH3:33][CH2:34][OH:35].[CH:18](=[O:19])[c:20]1[cH:21][cH:22][c:23]([O:24][CH3:25])[cH:26][cH:27]1.[F:8][CH2:9][CH2:10][CH2:11][CH:12]([CH2:13][OH:14])[CH2:15][CH2:16][OH:17].[NH2:1][CH2:2][C:3](=[O:4])[OH:5].[Na+:7].[OH-:6].[OH2:28]>>[F:8][CH2:9][CH2:10][CH2:11][CH:12]1[C:13](=[O:14])[O:17][CH2:16][CH2:15]1. The reactants are ON=C(C1=CN=CC=C1)N (N′-hydroxynicotinimidamide), FC=1C=C(C(=O)O)C=C(C1)F (3,5-difluorobenzoic acid), N (NH3). Product: FC=1C=C(C=C(C1)F)C1=NC(=NO1)C=1C=NC=CC1 (5-(3,5-difluorophenyl)-3-(pyridin-3-yl)-1,2,4-oxadiazole). RXN SMILES: [OH:1][N:2]=[C:3]([NH2:10])[C:4]1[CH:9]=[CH:8][CH:7]=[N:6][CH:5]=1.[F:11][C:12]1[CH:13]=[C:14]([CH:18]=[C:19]([F:21])[CH:20]=1)[C:15](O)=O.N>>[F:11][C:12]1[CH:13]=[C:14]([C:15]2[O:1][N:2]=[C:3]([C:4]3[CH:5]=[N:6][CH:7]=[CH:8][CH:9]=3)[N:10]=2)[CH:18]=[C:19]([F:21])[CH:20]=1. Procedure: The title compound was prepared according to the procedure of Example 8 using N′-hydroxynicotinimidamide (Aldrich) and 3,5-difluorobenzoic acid (Aldrich). 1H NMR (300 MHz, CD3OD) δ 7.37 (tt, J=9.0, 2.3 Hz, 1 H), 7.65 (ddd, J=7.9, 5.0, 1.0 Hz, 1 H), 7.82-7.91 (m, 2 H), 8.56 (dt, J=7.9, 2.0 Hz, 1 H), 8.75 (dd, J=4.8, 1.6 Hz, 1 H), 9.30 (dd, J=2.0, 0.8 Hz, 1 H) ppm; MS (DCI/NH3) m/z 260 (M+H)+.